Task: describe an organic reaction: reactants, conditions, products, and yield. Dataset: the Open Reaction Database (ORD), a public repository of structured organic reaction records Starting materials: CC(=O)[O-], CC(=O)[O-], O=C([O-])O, CCC(CC)(c1ccc(C#CC(OCOC)(C(F)(F)F)C(F)(F)F)c(C)c1)c1ccc(B2OC(C)(C)C(C)(C)O2)c(C)c1, COC(=O)Cc1ccc(Br)cc1, Cc1ccccc1, COc1cccc(OC)c1-c1ccccc1P(C1CCCCC1)C1CCCCC1, [K+], [K+], [K+], [Na+], O, O=P([O-])([O-])[O-], [Pd+2]. The product is CCC(CC)(c1ccc(C#CC(OCOC)(C(F)(F)F)C(F)(F)F)c(C)c1)c1ccc(-c2ccc(CC(=O)OC)cc2)c(C)c1. Reaction SMILES: [C:105]([O-:106])(=[O:107])[CH3:108].[C:110]([O-:111])(=[O:112])[CH3:113].[C:93](=[O:94])([OH:95])[O-:96].[CH2:50]([CH3:51])[C:52]([CH2:53][CH3:54])([c:55]1[cH:56][c:57]([CH3:76])[c:58]([C:61]#[C:62][C:63]([C:64]([F:65])([F:66])[F:67])([C:68]([F:69])([F:70])[F:71])[O:72][CH2:73][O:74][CH3:75])[cH:59][cH:60]1)[c:77]1[cH:78][c:79]([CH3:92])[c:80]([B:83]2[O:84][C:85]([CH3:86])([CH3:87])[C:88]([CH3:89])([CH3:90])[O:91]2)[cH:81][cH:82]1.[CH3:1][O:2][C:3]([CH2:4][c:5]1[cH:6][cH:7][c:8]([Br:11])[cH:9][cH:10]1)=[O:12].[CH3:98][c:99]1[cH:100][cH:101][cH:102][cH:103][cH:104]1.[CH:13]1([P:14]([CH:15]2[CH2:16][CH2:17][CH2:18][CH2:19][CH2:20]2)[c:21]2[cH:22][cH:23][cH:24][cH:25][c:26]2-[c:27]2[c:28]([O:29][CH3:30])[cH:31][cH:32][cH:33][c:34]2[O:35][CH3:36])[CH2:37][CH2:38][CH2:39][CH2:40][CH2:41]1.[K+:47].[K+:48].[K+:49].[Na+:97].[OH2:114].[P:42]([O-:43])([O-:44])([O-:45])=[O:46].[Pd+2:109]>>[CH3:1][O:2][C:3]([CH2:4][c:5]1[cH:6][cH:7][c:8](-[c:80]2[c:79]([CH3:92])[cH:78][c:77]([C:52]([CH2:50][CH3:51])([CH2:53][CH3:54])[c:55]3[cH:56][c:57]([CH3:76])[c:58]([C:61]#[C:62][C:63]([C:64]([F:65])([F:66])[F:67])([C:68]([F:69])([F:70])[F:71])[O:72][CH2:73][O:74][CH3:75])[cH:59][cH:60]3)[cH:82][cH:81]2)[cH:9][cH:10]1)=[O:12]. Reactants: C(C1=CC=CC=C1)N1CC2=C(NC(N(C2=O)C)=O)CC1 (6-benzyl-3-methyl-5,6,7,8-tetrahydro-1H-pyrido[4,3-d]pyrimidine-2,4-dione), C([O-])([O-])=O.[K+].[K+] (potassium carbonate), CI (methyl iodide). Run in CN(C=O)C (dimethylformamide). Run at temperature 60 celsius. Yields the product C(C1=CC=CC=C1)N1CC2=C(N(C(N(C2=O)C)=O)C)CC1 (6-benzyl-1,3-dimethyl-5,6,7,8-tetrahydro-1H-pyrido[4,3-d]pyrimi-dine-2,4-dione). The yield is 38.6%. Reaction SMILES: CI.[CH2:3]([N:10]1[CH2:22][CH2:21][C:13]2[NH:14][C:15](=[O:20])[N:16]([CH3:19])[C:17](=[O:18])[C:12]=2[CH2:11]1)[C:4]1[CH:9]=[CH:8][CH:7]=[CH:6][CH:5]=1.[C:23](=O)([O-])[O-].[K+].[K+]>CN(C)C=O>[CH2:3]([N:10]1[CH2:22][CH2:21][C:13]2[N:14]([CH3:23])[C:15](=[O:20])[N:16]([CH3:19])[C:17](=[O:18])[C:12]=2[CH2:11]1)[C:4]1[CH:5]=[CH:6][CH:7]=[CH:8][CH:9]=1 |f:2.3.4|. Procedure details: 9.6 ml of methyl iodide were added dropwise at 40° C. over a period of 10 minutes, with stirring, to 40.7 g of 6-benzyl-3-methyl-5,6,7,8-tetrahydro-1H-pyrido[4,3-d]pyrimidine-2,4-dione and 20.7 g of potassium carbonate in 230 ml of dimethylformamide. After heating for 8 hours at 60° C., the mixture was concentrated under reduced pressure, the residue was taken up with water, the pH was adjusted to 8 and the mixture was worked up by extraction with dichloromethane and water. After the combined di... Reactants: CC1=CC(=O)C(=CN1)C(=O)O (6-methyl-4-(1H)-pyridone-3-carboxylic acid), S([O-])(O)=O.[Na+] (sodium bisulfite), C([O-])([O-])=O.[Ca+2] (calcium carbonate), ICl (iodine monochloride), ice water. The solvent is CN(C=O)C (N,N-dimethylformamide), CN(C=O)C (N,N-dimethylformamide). Yields the product IC1=C(NC=C(C1=O)C(=O)O)C (1,4-Dihydro-3-iodo-2-methyl-4-oxo-5-pyridinecarboxylic acid). The yield is 86.0%. As a reaction SMILES: [CH3:1][C:2]1[NH:8][CH:7]=[C:6]([C:9]([OH:11])=[O:10])[C:4](=[O:5])[CH:3]=1.C(=O)([O-])[O-].[Ca+2].[I:17]Cl.S(=O)(O)[O-].[Na+]>CN(C)C=O>[I:17][C:3]1[C:4](=[O:5])[C:6]([C:9]([OH:11])=[O:10])=[CH:7][NH:8][C:2]=1[CH3:1] |f:1.2,4.5|. Procedure: To 6-methyl-4-(1H)-pyridone-3-carboxylic acid (prepared according to the procedure described in J. Org. Chem., 1972, 37, 1145-1148) (10.0 g, 65.4 mmol) and calcium carbonate (6.55 g, 65.4 mmol) in N,N-dimethylformamide (100 ml) was added iodine monochloride (21.2 g, 130.8 mmol) in N,N-dimethylformamide (20 ml). After 6 hours sodium bisulfite solution (30 ml) was added and the solution poured into ice water (500 ml). The precipitate was collected by filtration washing with water and methanol to g... The reactants are C(C)(C)(C)OC(=O)N1[C@H](CN(CC1)C(=O)OC(C)(C)C)C1=CC=C(C=C1)N(C)C1CCCCC1 ((S)-1,4-di(t-butoxycarbonyl)-2-(4-(N-cyclohexyl-N-methylamino)phenyl)piperazine), Cl (hydrogen chloride). Solvent: ClCCl (dichloromethane), C(C)(=O)OCC (ethyl acetate). Conditions: time 40 minute. Product: C1(CCCCC1)N(C)C1=CC=C(C=C1)[C@@H]1NCCNC1 ((S)-2-(4-(N-cyclohexyl-N-methylamino)phenyl)piperazine). The yield is 8.0%. As a reaction SMILES: C(OC([N:8]1[CH2:13][CH2:12][N:11](C(OC(C)(C)C)=O)[CH2:10][C@@H:9]1[C:21]1[CH:26]=[CH:25][C:24]([N:27]([CH:29]2[CH2:34][CH2:33][CH2:32][CH2:31][CH2:30]2)[CH3:28])=[CH:23][CH:22]=1)=O)(C)(C)C.Cl>ClCCl.C(OCC)(=O)C>[CH:29]1([N:27]([C:24]2[CH:25]=[CH:26][C:21]([C@H:9]3[CH2:10][NH:11][CH2:12][CH2:13][NH:8]3)=[CH:22][CH:23]=2)[CH3:28])[CH2:30][CH2:31][CH2:32][CH2:33][CH2:34]1. Procedure: To a solution of (S)-1,4-di(t-butoxycarbonyl)-2-(4-(N-cyclohexyl-N-methylamino)phenyl)piperazine in dichloromethane (4 mL) was added 4 N hydrogen chloride in ethyl acetate (4 mL). After stirring for 40 min, the white precipitate was collected, which included impurities. The mixture was purified by a reverse phase chromatography eluting 0.05% TFA in water-acetonitrile to afford (S)-2-(4-(N-cyclohexyl-N-methylamino)phenyl)piperazine (59 mg 8% in 2 steps) as a clear oil. Reactants: C(C)OP(OCC)(=O)C(=C)P(OCC)(OCC)=O (Ethenylidenebisphosphonic acid tetraethyl ester), COC1=CC2=C(N=C(S2)NC(CC(C2=CC=CC=C2)=O)=O)C=C1 (N-(6-methoxybenzothiazol -2-yl)-3-oxo-3-phenylpropanamide). The product is C(C)OP(OCC)(=O)C(CCC(C1=CC=CC=C1)=O)P(OCC)(OCC)=O ((4-Oxo4-phenylbutylidene)bisphosphonic acid tetraethyl ester). Reaction SMILES: [CH2:1]([O:3][P:4]([C:9]([P:11](=[O:18])([O:15][CH2:16][CH3:17])[O:12][CH2:13][CH3:14])=[CH2:10])(=[O:8])[O:5][CH2:6][CH3:7])[CH3:2].COC1C=CC2N=C(NC(=O)[CH2:30][C:31](=[O:38])[C:32]3[CH:37]=[CH:36][CH:35]=[CH:34][CH:33]=3)SC=2C=1>>[CH2:16]([O:15][P:11]([CH:9]([P:4](=[O:8])([O:5][CH2:6][CH3:7])[O:3][CH2:1][CH3:2])[CH2:10][CH2:30][C:31](=[O:38])[C:32]1[CH:37]=[CH:36][CH:35]=[CH:34][CH:33]=1)(=[O:18])[O:12][CH2:13][CH3:14])[CH3:17]. Procedure: Ethenylidenebisphosphonic acid tetraethyl ester (I) and acetophenone (II), MS (m/e) 420, 375, 315, 301,287 and 283; IR (neat) 1684, 1597, 1581, 1449, 1392, 1369, 1251 and 1164 cm-1 ; NMR (CDCl3) 7.97, 7.56, 7.45, 4.18, 3.39, 2.60, 2.33 and 1.30 δ. Starting materials: S(O)(O)(=O)=O (sulfuric acid), C(C)(=O)O (acetic acid), ClC=1C(=CC(=NC1)CC#N)C(C1=C(C=CC(=C1)F)F)S(=O)(=O)C1=CC=C(C=C1)Cl ([5-chloro-4-[(4-chlorophenylsulfonyl)(2,5-difluorophenyl)methyl]pyridin-2-yl]acetonitrile). The solvent is O (water), O (water). Conditions: temperature 100 celsius, time 2 hour. Product: ClC=1C(=CC(=NC1)CC(=O)O)C(C1=C(C=CC(=C1)F)F)S(=O)(=O)C1=CC=C(C=C1)Cl ([5-Chloro-4-[(4-chlorophenylsulfonyl)(2,5-difluorophenyl)methyl]pyridin-2-yl]acetic acid). Isolated yield 86.0%. Reaction SMILES: [C:1]([OH:4])(=[O:3])[CH3:2].[Cl:5][C:6]1[C:7]([CH:15]([S:24]([C:27]2[CH:32]=[CH:31][C:30]([Cl:33])=[CH:29][CH:28]=2)(=[O:26])=[O:25])[C:16]2[CH:21]=[C:20]([F:22])[CH:19]=[CH:18][C:17]=2[F:23])=[CH:8][C:9](CC#N)=[N:10][CH:11]=1.S(=O)(=O)(O)O>O>[Cl:5][C:6]1[C:7]([CH:15]([S:24]([C:27]2[CH:32]=[CH:31][C:30]([Cl:33])=[CH:29][CH:28]=2)(=[O:26])=[O:25])[C:16]2[CH:21]=[C:20]([F:22])[CH:19]=[CH:18][C:17]=2[F:23])=[CH:8][C:9]([CH2:2][C:1]([OH:4])=[O:3])=[N:10][CH:11]=1. Reported procedure: To an acetic acid (2 ml) solution of [5-chloro-4-[(4-chlorophenylsulfonyl)(2,5-difluorophenyl)methyl]pyridin-2-yl]acetonitrile (113 mg, 0.25 mmol) was added a mixture of water (2 ml) and concentrated sulfuric acid (2 ml) at room temperature. The resulting mixture was stirred at 100° C. for 2 hours. After the reaction mixture was cooled to room temperature, water was added thereto. The resulting mixture was extracted with dichloromethane. The organic layer was dried over anhydrous sodium sulfate,...